This data is from the Open Reaction Database (ORD), a public repository of structured organic reaction records. The task is: describe an organic reaction: reactants, conditions, products, and yield Starting materials: C(C)(C)(C)SCC1=C(OC=2C=C(C=CC2OC)CC(=O)O)C=CC(=C1)NC(C(C)(C)C)=O ({3-[2-tert-Butylsulfanylmethyl-4-(2,2-dimethyl-propionylamino)-phenoxy]-4-methoxy-phenyl}-acetic acid), B(Br)(Br)Br (Boron tribromide). Run in C(Cl)Cl (CH2Cl2). Run at time 2 hour. The product is C(C)(C)(C)SCC1=C(OC=2C=C(C=CC2O)CC(=O)O)C=CC(=C1)NC(C(C)(C)C)=O ({3-[2-tert-Butylsulfanylmethyl-4-(2,2-dimethyl-propionylamino)-phenoxy]-4-hydroxy-phenyl}-acetic acid). RXN SMILES: [C:1]([S:5][CH2:6][C:7]1[CH:25]=[C:24]([NH:26][C:27](=[O:32])[C:28]([CH3:31])([CH3:30])[CH3:29])[CH:23]=[CH:22][C:8]=1[O:9][C:10]1[CH:11]=[C:12]([CH2:18][C:19]([OH:21])=[O:20])[CH:13]=[CH:14][C:15]=1[O:16]C)([CH3:4])([CH3:3])[CH3:2].B(Br)(Br)Br>C(Cl)Cl>[C:1]([S:5][CH2:6][C:7]1[CH:25]=[C:24]([NH:26][C:27](=[O:32])[C:28]([CH3:31])([CH3:30])[CH3:29])[CH:23]=[CH:22][C:8]=1[O:9][C:10]1[CH:11]=[C:12]([CH2:18][C:19]([OH:21])=[O:20])[CH:13]=[CH:14][C:15]=1[OH:16])([CH3:4])([CH3:3])[CH3:2]. Procedure details: {3-[2-tert-Butylsulfanylmethyl-4-(2,2-dimethyl-propionylamino)-phenoxy]-4-methoxy-phenyl}-acetic acid (0.953 g, 2.07 mmol) in CH2Cl2 was cooled to 0° C. Boron tribromide (1M in CH2Cl2; 6.21 mL, 6.21 mmol) was added, and the reaction was stirred at room temperature for 2 hours. The reaction was quenched, and after aqueous work-up, the crude material was purified by preparative HPLC to give the title compound. Starting materials: B, O=C(O)Cc1ccc(F)cc1Br, C1CCOC1, C1CCOC1. The product is OCCc1ccc(F)cc1Br. RXN SMILES: [BH3:18].[Br:1][c:2]1[c:3]([CH2:9][C:10](=[O:11])[OH:12])[cH:4][cH:5][c:6]([F:8])[cH:7]1.[O:13]1[CH2:14][CH2:15][CH2:16][CH2:17]1.[O:19]1[CH2:20][CH2:21][CH2:22][CH2:23]1>>[Br:1][c:2]1[c:3]([CH2:9][CH2:10][OH:11])[cH:4][cH:5][c:6]([F:8])[cH:7]1. Starting materials: CC1=C(C=CC=C1C)N1CCNCC1 (1-(2,3-dimethylphenyl)piperazine), C1(=C(C=CC=C1)CN1CCN(CC1)C1=CC=CC=C1)C1=CC=CC=C1 (1-(biphenyl-2-ylmethyl)-4-phenylpiperazine), C1(=CC(=CC=C1)C=O)C1=CC=CC=C1 (biphenyl-3-carbaldehyde), [BH-](OC(=O)C)(OC(=O)C)OC(=O)C.[Na+] (NaBH(OAc)3). Product: C1(=CC(=CC=C1)CN1CCN(CC1)C1=C(C(=CC=C1)C)C)C1=CC=CC=C1 (1-(biphenyl-3-ylmethyl)-4-(2,3-dimethylphenyl)piperazine). As a reaction SMILES: [CH3:1][C:2]1[C:7]([CH3:8])=[CH:6][CH:5]=[CH:4][C:3]=1[N:9]1[CH2:14][CH2:13][NH:12][CH2:11][CH2:10]1.[C:15]1([C:23]2[CH:28]=[CH:27][CH:26]=[CH:25][CH:24]=2)[CH:20]=[CH:19][CH:18]=[C:17]([CH:21]=O)[CH:16]=1.[BH-](OC(C)=O)(OC(C)=O)OC(C)=O.[Na+].C1(C2C=CC=CC=2)C=CC=CC=1CN1CCN(C2C=CC=CC=2)CC1>>[C:15]1([C:23]2[CH:24]=[CH:25][CH:26]=[CH:27][CH:28]=2)[CH:20]=[CH:19][CH:18]=[C:17]([CH2:21][N:12]2[CH2:11][CH2:10][N:9]([C:3]3[CH:4]=[CH:5][CH:6]=[C:7]([CH3:8])[C:2]=3[CH3:1])[CH2:14][CH2:13]2)[CH:16]=1 |f:2.3|. Procedure details: 58.3 mg of the target compound (0.16 mmol, 20.0%) was obtained using 1-(2,3-dimethylphenyl)piperazine (312 mg, 1.64 mmol), biphenyl-3-carbaldehyde (150 mg, 0.82 mmol) and NaBH(OAc)3 (529 mg, 2.46 mmol) according to the synthesis method of Compound 1. Reactants: CCNC(=O)Nc1cn2ccc(-c3cccnc3)cc2n1, O=C1CCC(=O)N1Cl, C1CCOC1. The product is CCNC(=O)Nc1nc2cc(-c3cccnc3)ccn2c1Cl. As a reaction SMILES: [CH2:1]([CH3:2])[NH:3][C:4](=[O:5])[NH:6][c:7]1[n:8][c:9]2[n:10]([cH:11][cH:12][c:13](-[c:15]3[cH:16][n:17][cH:18][cH:19][cH:20]3)[cH:14]2)[cH:21]1.[Cl:22][N:23]1[C:24](=[O:25])[CH2:26][CH2:27][C:28]1=[O:29].[O:30]1[CH2:31][CH2:32][CH2:33][CH2:34]1>>[CH2:1]([CH3:2])[NH:3][C:4](=[O:5])[NH:6][c:7]1[n:8][c:9]2[n:10]([cH:11][cH:12][c:13](-[c:15]3[cH:16][n:17][cH:18][cH:19][cH:20]3)[cH:14]2)[c:21]1[Cl:22]. Reactants: BrC1=C(C=C(CBr)C=C1)F (4-bromo-3-fluorobenzyl bromide), CC=1NC=CN1 (2-methylimidazole), C([O-])([O-])=O.[K+].[K+] (potassium carbonate), CCOC(=O)C (EtOAc). Solvent: CN(C=O)C (dimethylformamide). Conditions: time 2 hour. The product is BrC1=C(C=C(CN2C(=NC=C2)C)C=C1)F (1-(4-bromo-3-fluorobenzyl)-2-methylimidazole). RXN SMILES: [Br:1][C:2]1[CH:9]=[CH:8][C:5]([CH2:6]Br)=[CH:4][C:3]=1[F:10].[CH3:11][C:12]1[NH:13][CH:14]=[CH:15][N:16]=1.C(=O)([O-])[O-].[K+].[K+].CCOC(C)=O>CN(C)C=O>[Br:1][C:2]1[CH:9]=[CH:8][C:5]([CH2:6][N:13]2[CH:14]=[CH:15][N:16]=[C:12]2[CH3:11])=[CH:4][C:3]=1[F:10] |f:2.3.4|. Procedure details: To a solution of the product from Step A (ca. 42 mmol) in 50 mL of dimethylformamide was added 2-methylimidazole (3.47 g, 82.1 mmol) and potassium carbonate (7.53 g, 54.6 mmol). After stirring for two hours, the mixture was poured into EtOAc and washed with saturated NaHCO3 solution and brine, dried (Na2SO4), filtered, and concentrated in vacuo. The resulting solid was taken up in 100 mL of EtOAc, and excess HCl gas was bubbled through the solution. The precipitate was removed by filtration, par... Reactants: C1OC2(C[C@H]3CC(C([C@H]3C2)C(=O)OCC)=O)OC1 ((1S,5R)-7,7-ethylenedioxy-2-ethoxycarbonylbicyclo[3.3.0]octan-3-one), C(Cl)(Cl)Cl (CHCl3), [BH4-].[Na+] (sodium borohydride). The solvent is C(C)O (ethanol). Reaction conditions: time 1 hour. Yields the product C1OC2(C[C@H]3C[C@H]([C@@H]([C@H]3C2)C(=O)OCC)O)OC1 ((1R,5S,6R,7R)-3,3-Ethylenedioxy-7-hydroxy-6-ethoxycarbonylbicyclo[3.3.0]octane). Yield: 76.0%. As a reaction SMILES: [CH2:1]1[CH2:18][O:17][C:3]2([CH2:10][C@H:9]3[C@H:5]([CH2:6][C:7](=[O:16])[CH:8]3[C:11]([O:13][CH2:14][CH3:15])=[O:12])[CH2:4]2)[O:2]1.C(Cl)(Cl)Cl.[BH4-].[Na+]>C(O)C>[CH2:18]1[CH2:1][O:2][C:3]2([CH2:10][C@H:9]3[C@H:5]([CH2:6][C@@H:7]([OH:16])[C@@H:8]3[C:11]([O:13][CH2:14][CH3:15])=[O:12])[CH2:4]2)[O:17]1 |f:2.3|. Reported procedure: To a stirred solution of 2.09 g of (1S,5R)-7,7-ethylenedioxy-2-ethoxycarbonylbicyclo[3.3.0]octan-3-one (I)' having [α]D21 +23.9° (c=2.55, CHCl3) in 21 ml of ethanol was added at -40° C. over 30 minutes 0.17 g of sodium borohydride. The mixture was stirred for 1 hour. After removal of ethanol in vacuo, the residue was diluted with water and extracted with ethyl acetate. The organic layer was washed with saturated brine, dried over sodium sulfate, and concentrated. The residue was purified by sili... The reactants are S(=O)(=O)(C1=CC=C(C)C=C1)N1CC2=CC=CC=C2C(C1)=O (N-tosyl-4-oxo-1,2,3,4-tetrahydroisoquinoline), C(C)OP(OCC)(=O)C(=C)P(OCC)(OCC)=O (ethenylidenebisphosphonic acid tetraethyl ester), C1CCC2=NCCCN2CC1 (DBU), C1CCOC1 (THF). Run in C(C)(=O)OCC (ethyl acetate), CCOCC (ether). Yields the product C(C)OP(OCC)(=O)C(CC(C(C1=CC=CC=C1)=O)C(=O)NC1=NC=CC=C1)P(OCC)(OCC)=O ([3-(2-Pyridinylamino-carbonyl)-4-oxo-4-phenyl-butylidene]bisphosphonic acid tetraethyl ester). RXN SMILES: S(N1[CH2:20][C:19](=[O:21])[C:18]2[C:13](=[CH:14][CH:15]=[CH:16][CH:17]=2)C1)(C1C=CC(C)=CC=1)(=O)=O.[CH2:22]([O:24][P:25]([C:30]([P:32](=[O:39])([O:36][CH2:37][CH3:38])[O:33][CH2:34][CH3:35])=[CH2:31])(=[O:29])[O:26][CH2:27][CH3:28])[CH3:23].C1C[CH2:49][N:48]2[C:43](=[N:44][CH2:45][CH2:46][CH2:47]2)[CH2:42]C1.C1C[O:54]CC1>C(OCC)(=O)C.CCOCC>[CH2:37]([O:36][P:32]([CH:30]([P:25](=[O:29])([O:26][CH2:27][CH3:28])[O:24][CH2:22][CH3:23])[CH2:31][CH:20]([C:49]([NH:48][C:43]1[CH:42]=[CH:47][CH:46]=[CH:45][N:44]=1)=[O:54])[C:19](=[O:21])[C:18]1[CH:13]=[CH:14][CH:15]=[CH:16][CH:17]=1)(=[O:39])[O:33][CH2:34][CH3:35])[CH3:38]. Procedure: The amide (II, 2.52 g), ethenylidenebisphosphonic acid tetraethyl ester (I, 3.00 g), and DBU (0.25 ml) are heated to 50° C. in THF (20 ml) for 3 hrs. The reaction is cooled, diluted with ethyl acetate, then extracted with hydrochloric acid (10%, 3×). After back washing with ethyl acetate, the acidic fraction is neutralized with saturated sodium bicarbonate, extracted with methylene chloride, dried with magnesium sulfate, and concentrated under reduced pressure. The crude material is chromatograp...